This data is from the Open Reaction Database (ORD), a public repository of structured organic reaction records. The task is: describe an organic reaction: reactants, conditions, products, and yield Reactants: C(C)(C)(C)OC(=O)N1CC2=CC=C(C=C2C1)N1[C@@H]2CO[C@H](C1)C2 ((1S,4S)-5-(2-oxa-5-aza-bicyclo[2.2.1]hept-5-yl)-1,3-dihydro-isoindole-2-carboxylic acid tert-butyl ester), FC(C(=O)O)(F)F (trifluoroacetic acid). Product: FC(C(=O)O)(F)F.[C@@H]12OC[C@@H](N(C1)C=1C=C3CNCC3=CC1)C2 ((1S,4S)-5-(2-Oxa-5-aza-bicyclo[2.2.1]hept-5-yl)-2,3-Dihydro-1H-isoindole trifluoroacetate). Reaction SMILES: C(OC([N:8]1[CH2:16][C:15]2[C:10](=[CH:11][CH:12]=[C:13]([N:17]3[CH2:22][C@@H:21]4[CH2:23][C@H:18]3[CH2:19][O:20]4)[CH:14]=2)[CH2:9]1)=O)(C)(C)C.[F:24][C:25]([F:30])([F:29])[C:26]([OH:28])=[O:27]>>[F:24][C:25]([F:30])([F:29])[C:26]([OH:28])=[O:27].[C@H:21]12[CH2:23][C@H:18]([N:17]([C:13]3[CH:14]=[C:15]4[C:10](=[CH:11][CH:12]=3)[CH2:9][NH:8][CH2:16]4)[CH2:22]1)[CH2:19][O:20]2 |f:2.3|. Reported procedure: Prepared in analogy to Example A2(c) from (1S,4S)-5-(2-oxa-5-aza-bicyclo[2.2.1]hept-5-yl)-1,3-dihydro-isoindole-2-carboxylic acid tert-butyl ester and trifluoroacetic acid. Orange oil. MS (m/e): 217.4 ([M+H]+, 100%). The reactants are CCOC(C)=O, CCOC(=O)C=C(C)c1cc(F)c2cc(OC)ccc2c1, [H][H]. Product: CCOC(=O)CC(C)c1cc(F)c2cc(OC)ccc2c1. RXN SMILES: [CH3:24][CH2:25][O:26][C:27](=[O:28])[CH3:29].[F:1][c:2]1[cH:3][c:4]([C:14](=[CH:15][C:16](=[O:17])[O:18][CH2:19][CH3:20])[CH3:21])[cH:5][c:6]2[cH:7][cH:8][c:9]([O:12][CH3:13])[cH:10][c:11]12.[H:22][H:23]>>[F:1][c:2]1[cH:3][c:4]([CH:14]([CH2:15][C:16](=[O:17])[O:18][CH2:19][CH3:20])[CH3:21])[cH:5][c:6]2[cH:7][cH:8][c:9]([O:12][CH3:13])[cH:10][c:11]12. Starting materials: C(C1=CC=CC=C1)OC=1C=C(C=CC1)C1=C(C=C(C=C1)Cl)[N+](=O)[O-] (2-[3-(Benzyloxy)phenyl]-5-chloronitrobenzene), stannous(II) chloride, S(O)(O)(=O)=O (sulfuric acid). Solvent: C(C)O (ethanol). Reaction conditions: temperature 50 celsius. Yields the product C(C1=CC=CC=C1)OC=1C=C(C=CC1)C1=C(N)C=C(C=C1)Cl (2-[3-(Benzyloxy)phenyl]-5-chloroaniline). As a reaction SMILES: [CH2:1]([O:8][C:9]1[CH:10]=[C:11]([C:15]2[CH:20]=[CH:19][C:18]([Cl:21])=[CH:17][C:16]=2[N+:22]([O-])=O)[CH:12]=[CH:13][CH:14]=1)[C:2]1[CH:7]=[CH:6][CH:5]=[CH:4][CH:3]=1.S(=O)(=O)(O)O>C(O)C>[CH2:1]([O:8][C:9]1[CH:10]=[C:11]([C:15]2[CH:20]=[CH:19][C:18]([Cl:21])=[CH:17][C:16]=2[NH2:22])[CH:12]=[CH:13][CH:14]=1)[C:2]1[CH:3]=[CH:4][CH:5]=[CH:6][CH:7]=1. Reported procedure: To a solution of the product from Step A (2.07 g, 5.72 mmol) in 20 mL of ethanol was added stannous(II) chloride (4.32 g, 22.8 mmol). The solution was heated to 50° C. for 45 minutes hour, then cooled to room temperature. The solution was poured into 2 mL of concentrated sulfuric acid, then heated to 90° C. for 30 minutes. After cooling, the solution was concentrated in vacuo, basified with 20% NaOH solution, and extracted with EtOAc. The organic layer was washed with water and brine, dried (Na2...